This data is from the Open Reaction Database (ORD), a public repository of structured organic reaction records. The task is: describe an organic reaction: reactants, conditions, products, and yield Reaction SMILES: [CH:1]1([n:4]2[cH:5][c:6]([CH:25]=[O:26])[c:7](=[O:24])[c:8]3[c:9]([CH3:23])[c:10]([F:22])[c:11]([N:14]4[CH2:15][CH2:16][N:17]([CH:20]=[O:21])[CH2:18][CH2:19]4)[cH:12][c:13]23)[CH2:2][CH2:3]1.[ClH:27]>>[CH:1]1([n:4]2[cH:5][c:6]([CH:25]=[O:26])[c:7](=[O:24])[c:8]3[c:9]([CH3:23])[c:10]([F:22])[c:11]([N:14]4[CH2:15][CH2:16][NH:17][CH2:18][CH2:19]4)[cH:12][c:13]23)[CH2:2][CH2:3]1. Product: Cc1c(F)c(N2CCNCC2)cc2c1c(=O)c(C=O)cn2C1CC1. Starting materials: Cc1c(F)c(N2CCN(C=O)CC2)cc2c1c(=O)c(C=O)cn2C1CC1, Cl. Starting materials: CNC(=O)c1csc(Cl)n1, [H-], [Na+], CN(C)C=O, O, OCCCN1CCN(c2cccc3sccc23)CC1. The product is Cl, CNC(=O)c1csc(OCCCN2CCN(c3cccc4sccc34)CC2)n1. As a reaction SMILES: [CH3:27][NH:28][C:29](=[O:30])[c:31]1[n:32][c:33]([Cl:36])[s:34][cH:35]1.[H-:1].[Na+:2].[O:3]=[CH:4][N:5]([CH3:6])[CH3:7].[OH2:37].[s:8]1[c:9]2[c:10]([cH:11][cH:12]1)[c:13]([N:17]1[CH2:18][CH2:19][N:20]([CH2:23][CH2:24][CH2:25][OH:26])[CH2:21][CH2:22]1)[cH:14][cH:15][cH:16]2>>[ClH:36].[s:8]1[c:9]2[c:10]([cH:11][cH:12]1)[c:13]([N:17]1[CH2:18][CH2:19][N:20]([CH2:23][CH2:24][CH2:25][O:26][c:33]3[n:32][c:31]([C:29]([NH:28][CH3:27])=[O:30])[cH:35][s:34]3)[CH2:21][CH2:22]1)[cH:14][cH:15][cH:16]2. Starting materials: Cl.O=C(CNC(C1=CC=C(C=C1)OC1=CC=CC=C1)=O)N1CCNCC1 (N-(2-Oxo-2-piperazin-1-yl-ethyl)-4-phenoxy-benzamide hydrochloride), CCN(C(C)C)C(C)C (DIPEA), FC1=C(C(=O)O)C=CC=C1 (2-fluorobenzoic acid), CCN=C=NCCCN(C)C (EDCI), C=1C=CC2=C(C1)N=NN2O (HOBT). Run in O (Water), CN(C)C=O (DMF). Conditions: time 8 hour. The product is FC1=C(C(=O)N2CCN(CC2)C(CNC(C2=CC=C(C=C2)OC2=CC=CC=C2)=O)=O)C=CC=C1 (N-{2-[4-(2-fluoro-benzoyl)-piperazin-1-yl]-2-oxo-ethyl}-4-phenoxy-benzamide). Isolated yield 42.0%. Reaction SMILES: CCN(C(C)C)C(C)C.[F:10][C:11]1[CH:19]=[CH:18][CH:17]=[CH:16][C:12]=1[C:13]([OH:15])=O.CCN=C=NCCCN(C)C.C1C=CC2N(O)N=NC=2C=1.Cl.[O:42]=[C:43]([N:61]1[CH2:66][CH2:65][NH:64][CH2:63][CH2:62]1)[CH2:44][NH:45][C:46](=[O:60])[C:47]1[CH:52]=[CH:51][C:50]([O:53][C:54]2[CH:59]=[CH:58][CH:57]=[CH:56][CH:55]=2)=[CH:49][CH:48]=1>CN(C=O)C.O>[F:10][C:11]1[CH:19]=[CH:18][CH:17]=[CH:16][C:12]=1[C:13]([N:64]1[CH2:65][CH2:66][N:61]([C:43](=[O:42])[CH2:44][NH:45][C:46](=[O:60])[C:47]2[CH:48]=[CH:49][C:50]([O:53][C:54]3[CH:55]=[CH:56][CH:57]=[CH:58][CH:59]=3)=[CH:51][CH:52]=2)[CH2:62][CH2:63]1)=[O:15] |f:4.5|. Reported procedure: DIPEA (0.106 mL, 0.62 mmol) was added drop wise to 2-fluorobenzoic acid (34 mg, 0.25 mmol) in DMF (5 mL). EDCI (98 mg, 0.51 mmol) and HOBT (33 mg, 0.25 mmol) were added consecutively and, after 10 mins, N-(2-Oxo-2-piperazin-1-yl-ethyl)-4-phenoxy-benzamide hydrochloride (77 mg, 0.25 mmol) was added and the resulting mixture was stirred at room temperature overnight. Water was then added, and the product was extracted with EtOAc. The organic layer was washed with brine, dried over Na2SO4 and conce... Starting materials: C(C)N(CCNC(=O)C1=C(NC=2\C(\CCCC12)=C\1/C(NC2=CC=C(C=C12)F)=O)C)CC ((Z)—N-[2-(diethylamino)ethyl]-2-methyl-7-(1,2-dihydro-5-fluoro-2-oxo-3H-indol-3-ylidene)-4,5,6,7-tetrahydro-1H-indol-3-carboxamide), C(C)#N (acetonitrile), C([C@@H](O)CC(=O)O)(=O)O (L-malic acid). The solvent is ClCCl (dichloromethane). The product is C([C@@H](O)CC(=O)O)(=O)O.C(C)N(CCNC(=O)C1=C(NC=2\C(\CCCC12)=C\1/C(NC2=CC=C(C=C12)F)=O)C)CC ((Z)—N-[2-(diethylamino)ethyl]-2-methyl-7-(1,2-dihydro-5-fluoro-2-oxo-3H-indol-3-ylidene)-4,5,6,7-tetrahydro-1H-indol-3-carboxamide L-malate). Isolated yield 93.0%. Reaction SMILES: [CH2:1]([N:3]([CH2:30][CH3:31])[CH2:4][CH2:5][NH:6][C:7]([C:9]1[C:17]2[CH2:16][CH2:15][CH2:14]/[C:13](=[C:18]3/[C:19](=[O:28])[NH:20][C:21]4[C:26]/3=[CH:25][C:24]([F:27])=[CH:23][CH:22]=4)/[C:12]=2[NH:11][C:10]=1[CH3:29])=[O:8])[CH3:2].C(#N)C.[C:35]([OH:43])(=[O:42])[C@H:36]([CH2:38][C:39]([OH:41])=[O:40])[OH:37]>ClCCl>[C:35]([OH:43])(=[O:42])[C@H:36]([CH2:38][C:39]([OH:41])=[O:40])[OH:37].[CH2:30]([N:3]([CH2:1][CH3:2])[CH2:4][CH2:5][NH:6][C:7]([C:9]1[C:17]2[CH2:16][CH2:15][CH2:14]/[C:13](=[C:18]3/[C:19](=[O:28])[NH:20][C:21]4[C:26]/3=[CH:25][C:24]([F:27])=[CH:23][CH:22]=4)/[C:12]=2[NH:11][C:10]=1[CH3:29])=[O:8])[CH3:31] |f:4.5|. Procedure details: 8.49 g (20 mmol) (Z)—N-[2-(diethylamino)ethyl]-2-methyl-7-(1,2-dihydro-5-fluoro-2-oxo-3H-indol-3-ylidene)-4,5,6,7-tetrahydro-1H-indol-3-carboxamide was added to a mixture of 500 ml acetonitrile and 90 ml dichloromethane. The mixture was treated under ultrasonic sound to uniform dispersion. 3.22 g (24 mmol) L-malic acid was added and the solution was heated to reflux with stirring under nitrogen atmosphere. After reaction for 1 h, the resulting solution was filtered while being hot, and the filtr... Starting materials: NC1=CC=C(C=C1)CC(=O)O (2-(4-aminophenyl)acetic acid), CO (MeOH), ClCCl (dichloromethane), C[Si](C)(C)C=[N+]=[N-] ((trimethylsilyl)diazo-methane). The solvent is C1CCOC1 (THF). Reaction conditions: time 1 hour. Yields the product NC1=CC=C(C=C1)CC(=O)OC (methyl 2-(4-aminophenyl)acetate). Yield: 53.0%. RXN SMILES: [NH2:1][C:2]1[CH:7]=[CH:6][C:5]([CH2:8][C:9]([OH:11])=[O:10])=[CH:4][CH:3]=1.CO.Cl[CH2:15]Cl.C[Si](C=[N+]=[N-])(C)C>C1COCC1>[NH2:1][C:2]1[CH:3]=[CH:4][C:5]([CH2:8][C:9]([O:11][CH3:15])=[O:10])=[CH:6][CH:7]=1. Procedure: To a solution of 2-(4-aminophenyl)acetic acid (170 mg, 1.1 mmol) in a mixture of THF (4 ml), MeOH (1 ml) and dichloromethane (1 ml) in a 20-mL vial was added dropwise (trimethylsilyl)diazo-methane (1 ml, 2N in hexane) at 0° C. After the addition was complete, the resulting mixture was stirred at room temperature for 1 hr. The volatile material was removed under reduced pressure and the residue was purified by chromatography on silica gel using hexane/dichloromethane (2:1) followed by dichloromet... The reactants are NC1[C@@H]2N(C(=C(CS2)CSC2=NN=C(S2)C)C(=O)O)C1=O (7-amino-3-[(2-methyl-1,3,4-thiadiazol-5-yl)thiomethyl]ceph-3-em-4-carboxylic acid), C([O-])(O)=O.[Na+] (sodium bicarbonate), Cl (HCl), C([O-])(O)=O.[Na+] (sodium bicarbonate), NC1[C@@H]2N(C(=C(CS2)COC(C)=O)C(=O)O)C1=O (7-amino-3-acetoxymethylceph-3-em-4-carboxylic acid), CN1SC(=NC1)S (2-methyl-1,2,4-thiadiazole-5-thiol), CN1N=NN=C1S (1-methyl-1H-tetrazole-5-thiol). Run in O (water), O (water), CC(=O)C (acetone). Run at time 10.5 hour. Yields the product NC1[C@@H]2N(C(=C(CS2)CSC2=NN=NN2C)C(=O)O)C1=O (7-amino-3-[(1-methyl-1H-tetrazol-5-yl)thiomethyl]ceph-3-em-4-carboxylic acid). As a reaction SMILES: [NH2:1][CH:2]1[C:17](=[O:18])[N:4]2[C:5]([C:14]([OH:16])=[O:15])=[C:6]([CH2:9]OC(=O)C)[CH2:7][S:8][C@H:3]12.C(=O)(O)[O-].[Na+].CN1CN=C(S)S1.Cl.NC1C(=O)N2C(C(O)=O)=C(CSC3SC(C)=NN=3)CS[C@H]12.[CH3:53][N:54]1[C:58]([SH:59])=[N:57][N:56]=[N:55]1>O.CC(C)=O>[NH2:1][CH:2]1[C:17](=[O:18])[N:4]2[C:5]([C:14]([OH:16])=[O:15])=[C:6]([CH2:9][S:59][C:58]3[N:54]([CH3:53])[N:55]=[N:56][N:57]=3)[CH2:7][S:8][C@H:3]12 |f:1.2|. Procedure details: To a stirred suspension of 7-amino-3-acetoxymethylceph-3-em-4-carboxylic acid (13.5 g., 0.05 mole) in water (100 ml.) and acetone (50 ml.) was added a solution of sodium bicarbonate (9.45 g., 0.113 mole) in water (50 ml.). When a homogeneous solution was obtained, 2-methyl-1,2,4-thiadiazole-5-thiol(10 g., 0.075 mole) was added and the mixture heated at 40°-50° under nitrogen while the pH was adjusted to 7.6 by the addition of a solution of 3N HCl. The pH was maintained at 7.6 and the course of t... The reactants are OCC1=CC=C(OCCCN2CCCCC2)C=C1 (1-[3-(4-hydroxymethylphenoxy)propyl]piperidine), S(=O)(Cl)Cl (thionyl chloride). Run in ClCCl (dichloromethane). Conditions: time 18 hour. Yields the product ClCC1=CC=C(OCCCN2CCCCC2)C=C1 (1-[3-(4-chloromethylphenoxy)propyl]piperidine). Reaction SMILES: O[CH2:2][C:3]1[CH:18]=[CH:17][C:6]([O:7][CH2:8][CH2:9][CH2:10][N:11]2[CH2:16][CH2:15][CH2:14][CH2:13][CH2:12]2)=[CH:5][CH:4]=1.S(Cl)([Cl:21])=O>ClCCl>[Cl:21][CH2:2][C:3]1[CH:18]=[CH:17][C:6]([O:7][CH2:8][CH2:9][CH2:10][N:11]2[CH2:16][CH2:15][CH2:14][CH2:13][CH2:12]2)=[CH:5][CH:4]=1. Procedure details: To a solution of 1-[3-(4-hydroxymethylphenoxy)propyl]piperidine (5.617 g) in dichloromethane (50 mL), cooled at a temperature close to 0° C., is added dropwise thionyl chloride (3 mL). The mixture is stirred for 18 hours at room temperature and concentrated under reduced pressure. The residue is crystallized in diethyl ether to give 1-[3-(4-chloromethylphenoxy)propyl]piperidine as an off white solid used without further purification.